From a dataset of the Open Reaction Database (ORD), a public repository of structured organic reaction records. describe an organic reaction: reactants, conditions, products, and yield Procedure: A 40% strength solution of 61.53 g of pyruvaldehyde in water (341.8 mmol) in 20 ml of water is added by slow dropwise addition INto a solution of 50 g (341.8 mmol) of triethylenetetraamine in 800 ml of distilled water cooled to 2° C. On completion of addition, the reaction mixture is adjusted to ambient temperature and 81.36 g (683.6 mmol) of benzotriazole are added in a single portion. A solution of glyoxal (40% in water) (341.8 mmol) in 200 ml of methanol is then added by slow dropwise additio... RXN SMILES: [CH:1](=O)[C:2]([CH3:4])=O.[NH2:6][CH2:7][CH2:8][NH:9][CH2:10][CH2:11][NH:12][CH2:13][CH2:14][NH2:15].N1[C:20]2C=CC=C[C:19]=2N=N1.C(C=O)=O.[BH4-].[Na+]>O.CO>[CH3:4][C:2]12[CH:1]3[N:6]4[CH2:19][CH2:20][N:15]3[CH2:14][CH2:13][N:12]1[CH2:11][CH2:10][N:9]2[CH2:8][CH2:7]4 |f:4.5|. Reactants: C(=O)C=O (glyoxal), C(C(=O)C)=O (pyruvaldehyde), NCCNCCNCCN (triethylenetetraamine), [BH4-].[Na+] (NaBH4), N1N=NC2=C1C=CC=C2 (benzotriazole). Conditions: temperature 2 celsius, time 2 hour. Solvent: CO (methanol), O (water), O (water), O (water). Yield: 40.0%. Product: CC12N3CCN4CCN(CCN1CC3)C42 (8b-methyldecahydro-2a,4a,6a,8a-tetraazacyclopenta[fg]acenaphthylene). RXN SMILES: [Br:14].[Br:22][c:23]1[cH:24][c:25]2[c:26]([s:27][c:28]3[c:29]2[cH:30][c:31]([Br:34])[cH:32][cH:33]3)[cH:35][cH:36]1.[CH:37]([Cl:38])([Cl:39])[Cl:40].[Na+:20].[Na+:21].[OH2:15].[S:16]([O-:17])([O-:18])=[O:19].[cH:1]1[cH:2][c:3]2[s:4][c:5]3[c:6]([c:7]2[cH:8][cH:9]1)[cH:10][cH:11][cH:12][cH:13]3>>[cH:23]1[cH:24][c:25]2[c:26]([s:27][c:28]3[c:29]2[cH:30][c:31]([Br:34])[cH:32][cH:33]3)[cH:35][cH:36]1. Product: Brc1ccc2sc3ccccc3c2c1. Reactants: Br, Brc1ccc2sc3ccc(Br)cc3c2c1, ClC(Cl)Cl, [Na+], [Na+], O, O=S([O-])[O-], c1ccc2c(c1)sc1ccccc12. Starting materials: ClC=1C=C(C=CC1Cl)C1(CC(NC1)=O)CCOC1OCCCC1 (4-(3,4-dichloro-phenyl)-4-[2-(tetrahydro-pyran-2-yloxy)ethyl ]-pyrrolidin-2-one), OS(=O)(=O)O (H2SO4). The product is ClC=1C=C(C=CC1Cl)C1(CCNC1)CCOC1OCCCC1 (4-(3,4-dichloro-phenyl)-4-[2-(tetrahydro-pyran-2-yloxy)-ethyl]-pyrrolidine). RXN SMILES: [Cl:1][C:2]1[CH:3]=[C:4]([C:9]2([CH2:15][CH2:16][O:17][CH:18]3[CH2:23][CH2:22][CH2:21][CH2:20][O:19]3)[CH2:13][NH:12][C:11](=O)[CH2:10]2)[CH:5]=[CH:6][C:7]=1[Cl:8].OS(O)(=O)=O>>[Cl:1][C:2]1[CH:3]=[C:4]([C:9]2([CH2:15][CH2:16][O:17][CH:18]3[CH2:23][CH2:22][CH2:21][CH2:20][O:19]3)[CH2:13][NH:12][CH2:11][CH2:10]2)[CH:5]=[CH:6][C:7]=1[Cl:8]. Procedure: Prepare according to the method of example 1.3.2 using 4-(3,4-dichloro-phenyl)-4-[2-(tetrahydro-pyran-2-yloxy)ethyl ]-pyrrolidin-2-one (as prepared in example 11.3) (3 mmol), LiA1H4 (18 mmol) H2SO4 (99.999%) (9 mmol). Purify to give the title compound. The reactants are CCCC[Sn](CCCC)(CCCC)c1ccccn1, CN(C)C=O, COCOc1ccc(I)cc1C(=O)Nc1cc(C(F)(F)F)cc(C(F)(F)F)c1, O. The product is COCOc1ccc(-c2ccccn2)cc1C(=O)Nc1cc(C(F)(F)F)cc(C(F)(F)F)c1. As a reaction SMILES: [CH2:29]([Sn:30]([CH2:31][CH2:32][CH2:33][CH3:40])([c:34]1[n:35][cH:36][cH:37][cH:38][cH:39]1)[CH2:41][CH2:42][CH2:43][CH3:44])[CH2:45][CH2:46][CH3:47].[CH3:49][N:50]([CH3:51])[CH:52]=[O:53].[F:1][C:2]([c:3]1[cH:4][c:5]([NH:13][C:14]([c:15]2[c:16]([O:22][CH2:23][O:24][CH3:25])[cH:17][cH:18][c:19]([I:21])[cH:20]2)=[O:26])[cH:6][c:7]([C:9]([F:10])([F:11])[F:12])[cH:8]1)([F:27])[F:28].[OH2:48]>>[F:1][C:2]([c:3]1[cH:4][c:5]([NH:13][C:14]([c:15]2[c:16]([O:22][CH2:23][O:24][CH3:25])[cH:17][cH:18][c:19](-[c:34]3[n:35][cH:36][cH:37][cH:38][cH:39]3)[cH:20]2)=[O:26])[cH:6][c:7]([C:9]([F:10])([F:11])[F:12])[cH:8]1)([F:27])[F:28]. Reactants: CC(=O)c1c(C)oc2c(-n3c(=O)cc(C(F)(F)F)n(C)c3=O)c(F)cc(Cl)c12, Cc1ccccc1, S=P12SP3(=S)SP(=S)(S1)SP(=S)(S2)S3. Yields the product CC(=S)c1c(C)oc2c(-n3c(=O)cc(C(F)(F)F)n(C)c3=O)c(F)cc(Cl)c12. As a reaction SMILES: [C:1]([CH3:2])(=[O:3])[c:4]1[c:5]([CH3:28])[o:6][c:7]2[c:8]1[c:9]([Cl:27])[cH:10][c:11]([F:26])[c:12]2-[n:13]1[c:14](=[O:25])[n:15]([CH3:24])[c:16]([C:20]([F:21])([F:22])[F:23])[cH:17][c:18]1=[O:19].[CH3:43][c:44]1[cH:45][cH:46][cH:47][cH:48][cH:49]1.[P:29]12(=[S:30])[S:31][P:32]3(=[S:42])[S:33][P:34](=[S:40])([S:35][P:36](=[S:39])([S:37]3)[S:38]1)[S:41]2>>[C:1]([CH3:2])([c:4]1[c:5]([CH3:28])[o:6][c:7]2[c:8]1[c:9]([Cl:27])[cH:10][c:11]([F:26])[c:12]2-[n:13]1[c:14](=[O:25])[n:15]([CH3:24])[c:16]([C:20]([F:21])([F:22])[F:23])[cH:17][c:18]1=[O:19])=[S:30]. Starting materials: S1CC12CCN(CC2)C(=O)OC(C)(C)C (tert-butyl 1-thia-6-azaspiro[2.5]octane-6-carboxylate), NC1=NN2C(N=CC(=C2)CC#N)=C1C(=O)ON1N=NC2=C1C=CC=C2 (1H-benzo[d][1,2,3]triazol-1-yl 2-amino-6-(cyanomethyl)pyrazolo[1,5-a]pyrimidine-3-carboxylate). The solvent is C1CCOC1 (THF). Conditions: time 1 hour. Product: CC1(CCN(CC1)C(=O)OC(C)(C)C)S (tert-butyl 4-methyl-4-sulfanyl-piperidine-1-carboxylate). As a reaction SMILES: [S:1]1[C:3]2([CH2:8][CH2:7][N:6]([C:9]([O:11][C:12]([CH3:15])([CH3:14])[CH3:13])=[O:10])[CH2:5][CH2:4]2)[CH2:2]1.NC1C(C(ON2C3C=CC=CC=3N=N2)=O)=C2N=CC(CC#N)=CN2N=1>C1COCC1>[CH3:2][C:3]1([SH:1])[CH2:4][CH2:5][N:6]([C:9]([O:11][C:12]([CH3:15])([CH3:14])[CH3:13])=[O:10])[CH2:7][CH2:8]1. Reported procedure: To a solution of tert-butyl 1-thia-6-azaspiro[2.5]octane-6-carboxylate (430 mg, 1.875 mmol) in THF (5 mL) was added LiAlH4 (Lithium Ion (1)) (0.9375 mL of 2 M, 1.875 mmol) and the solution was stirred at room temperature for 1 h. The reaction was quenched by careful dropwise addition of water (2 ml), stirred for 10 mins before the reaction mixture was partitioned between water and EtOAc. The organic extract was washed with brine, dried (MgSO4) and concentrated to give tert-butyl 4-methyl-4-sulfa...